From a dataset of the Open Reaction Database (ORD), a public repository of structured organic reaction records. describe an organic reaction: reactants, conditions, products, and yield Reactants: ClC1=C(C(=O)N[C@H](C(=O)O)C\C=C\C2=CC=C(C=C2)N(C2=NC=CC=N2)C(C)C)C(=CC=C1)Cl ((S,E)-2-(2,6-dichlorobenzamido)-5-[4-(isopropyl-pyrimidin-2-ylamino)phenyl]pent-4-enoic acid), [OH-].[Na+] (sodium hydroxide). The solvent is CO (methanol). Run at time 5 minute. Yields the product [Na+].ClC1=C(C(=O)N[C@H](C(=O)[O-])C\C=C\C2=CC=C(C=C2)N(C2=NC=CC=N2)C(C)C)C(=CC=C1)Cl ((S,E)-2-(2,6-dichlorobenzamido)-5-[4-(isopropyl-pyrimidin-2-ylamino)phenyl]pent-4-enoic acid sodium salt). RXN SMILES: [Cl:1][C:2]1[CH:33]=[CH:32][CH:31]=[C:30]([Cl:34])[C:3]=1[C:4]([NH:6][C@@H:7]([CH2:11]/[CH:12]=[CH:13]/[C:14]1[CH:19]=[CH:18][C:17]([N:20]([CH:27]([CH3:29])[CH3:28])[C:21]2[N:26]=[CH:25][CH:24]=[CH:23][N:22]=2)=[CH:16][CH:15]=1)[C:8]([OH:10])=[O:9])=[O:5].[OH-].[Na+:36]>CO>[Na+:36].[Cl:1][C:2]1[CH:33]=[CH:32][CH:31]=[C:30]([Cl:34])[C:3]=1[C:4]([NH:6][C@@H:7]([CH2:11]/[CH:12]=[CH:13]/[C:14]1[CH:15]=[CH:16][C:17]([N:20]([CH:27]([CH3:29])[CH3:28])[C:21]2[N:22]=[CH:23][CH:24]=[CH:25][N:26]=2)=[CH:18][CH:19]=1)[C:8]([O-:10])=[O:9])=[O:5] |f:1.2,4.5|. Procedure: To a suspension of (S,E)-2-(2,6-dichlorobenzamido)-5-[4-(isopropyl-pyrimidin-2-ylamino)phenyl]pent-4-enoic acid (390.4 mg) in methanol (15 ml), 1N aqueous sodium hydroxide solution (0.782 ml) was added, and the resulting mixture was stirred at room temperature for 5 minutes. The reaction solution was concentrated to dryness to obtain (S,E)-2-(2,6-dichlorobenzamido)-5-[4-(isopropyl-pyrimidin-2-ylamino)phenyl]pent-4-enoic acid sodium salt (388.8 mg). IR(KBr)cm−1: 3386, 2974, 1585, 1549, 1509, 1455... The reactants are CC(C)=O, O=C=NCCCl, Nc1ccc2[nH]ccc2c1. Product: O=C(NCCCl)Nc1ccc2[nH]ccc2c1. Reaction SMILES: [CH3:17][C:18](=[O:19])[CH3:20].[Cl:11][CH2:12][CH2:13][N:14]=[C:15]=[O:16].[NH2:1][c:2]1[cH:3][c:4]2[cH:5][cH:6][nH:7][c:8]2[cH:9][cH:10]1>>[NH:1]([c:2]1[cH:3][c:4]2[cH:5][cH:6][nH:7][c:8]2[cH:9][cH:10]1)[C:15]([NH:14][CH2:13][CH2:12][Cl:11])=[O:16].